Dataset: the Open Reaction Database (ORD), a public repository of structured organic reaction records. Task: describe an organic reaction: reactants, conditions, products, and yield Reactants: CCOC(C)=O, O=c1c(-c2ccccc2Cl)cc(CO)cn1-c1ccccc1, CN(C)C(=O)N=NC(=O)N(C)C, C1CCOC1, Oc1ccccc1, c1ccc(P(c2ccccc2)c2ccccc2)cc1. Yields the product O=c1c(-c2ccccc2Cl)cc(COc2ccccc2)cn1-c1ccccc1. RXN SMILES: [CH3:66][CH2:67][O:68][C:69](=[O:70])[CH3:71].[Cl:1][c:2]1[c:3](-[c:8]2[c:9](=[O:22])[n:10](-[c:16]3[cH:17][cH:18][cH:19][cH:20][cH:21]3)[cH:11][c:12]([CH2:14][OH:15])[cH:13]2)[cH:4][cH:5][cH:6][cH:7]1.[N:49]([C:50]([N:51]([CH3:52])[CH3:53])=[O:54])=[N:55][C:56]([N:57]([CH3:58])[CH3:59])=[O:60].[O:61]1[CH2:62][CH2:63][CH2:64][CH2:65]1.[OH:23][c:24]1[cH:25][cH:26][cH:27][cH:28][cH:29]1.[c:30]1([P:31]([c:32]2[cH:33][cH:34][cH:35][cH:36][cH:37]2)[c:38]2[cH:39][cH:40][cH:41][cH:42][cH:43]2)[cH:44][cH:45][cH:46][cH:47][cH:48]1>>[Cl:1][c:2]1[c:3](-[c:8]2[c:9](=[O:22])[n:10](-[c:16]3[cH:17][cH:18][cH:19][cH:20][cH:21]3)[cH:11][c:12]([CH2:14][O:15][c:24]3[cH:25][cH:26][cH:27][cH:28][cH:29]3)[cH:13]2)[cH:4][cH:5][cH:6][cH:7]1.